From a dataset of the Open Reaction Database (ORD), a public repository of structured organic reaction records. describe an organic reaction: reactants, conditions, products, and yield Starting materials: CN(C=O)C (dimethylformamide), [Li+].CC(C)[N-]C(C)C (LDA), COC1=CC=C(C=C1)C=1C(=CSC1)C1=C(C=C(C#N)C=C1)C (4-(4-(4-methoxyphenyl)thiophen-3-yl)-3-methylbenzonitrile). The solvent is O1CCCC1 (tetrahydrofuran), O1CCCC1 (tetrahydrofuran), O1CCCC1 (tetrahydrofuran). Conditions: time 15 minute. Yields the product C(=O)C=1SC=C(C1C1=C(C=C(C#N)C=C1)C)C1=CC=C(C=C1)OC (4-(2-formyl-4-(4-methoxyphenyl)thiophen-3-yl)-3-methylbenzonitrile). Yield: 29.3%. RXN SMILES: [Li+].CC([N-]C(C)C)C.[CH3:9][O:10][C:11]1[CH:16]=[CH:15][C:14]([C:17]2[C:18]([C:22]3[CH:29]=[CH:28][C:25]([C:26]#[N:27])=[CH:24][C:23]=3[CH3:30])=[CH:19][S:20][CH:21]=2)=[CH:13][CH:12]=1.CN(C)[CH:33]=[O:34]>O1CCCC1>[CH:33]([C:19]1[S:20][CH:21]=[C:17]([C:14]2[CH:13]=[CH:12][C:11]([O:10][CH3:9])=[CH:16][CH:15]=2)[C:18]=1[C:22]1[CH:29]=[CH:28][C:25]([C:26]#[N:27])=[CH:24][C:23]=1[CH3:30])=[O:34] |f:0.1|. Procedure: A solution of freshly prepared LDA (0.8 mL, 1.64 mmol) in anhydrous tetrahydrofuran (7 mL) was added slowly a solution of 4-(4-(4-methoxyphenyl)thiophen-3-yl)-3-methylbenzonitrile (Scheme I, 3, X1=4-methoxyphenyl, X2=4-cyano-2-methylphenyl) (500 mg, 1.637 mmol) in anhydrous tetrahydrofuran (6 mL) under nitrogen at −78° C. After being stirred for 15 min., a solution of dimethylformamide (0.14 mL, 1.804 mmol) in anhydrous tetrahydrofuran (3 mL) was dropwise added. The resulting mixture was stirred...